This data is from the Open Reaction Database (ORD), a public repository of structured organic reaction records. The task is: describe an organic reaction: reactants, conditions, products, and yield As a reaction SMILES: C([O:5][C:6](=[O:48])[C@H:7]([CH2:41][C:42]1[CH:47]=[CH:46][CH:45]=[CH:44][CH:43]=1)[NH:8][C:9](=[O:40])[CH2:10][N:11]([C:21](=[O:39])[C@H:22]([CH3:38])[NH:23][C@@H:24]([C:33]([O:35][CH2:36][CH3:37])=[O:34])[CH2:25][CH2:26][C:27]1[CH:32]=[CH:31][CH:30]=[CH:29][CH:28]=1)[CH:12]1[CH2:20][C:19]2[C:14](=[CH:15][CH:16]=[CH:17][CH:18]=2)[CH2:13]1)(C)(C)C.[BrH:49].CCOCC>C(O)(=O)C>[BrH:49].[CH2:36]([O:35][C:33]([C@H:24]([NH:23][C@H:22]([C:21]([N:11]([CH:12]1[CH2:13][C:14]2[C:19](=[CH:18][CH:17]=[CH:16][CH:15]=2)[CH2:20]1)[CH2:10][C:9]([NH:8][C@H:7]([C:6]([OH:48])=[O:5])[CH2:41][C:42]1[CH:47]=[CH:46][CH:45]=[CH:44][CH:43]=1)=[O:40])=[O:39])[CH3:38])[CH2:25][CH2:26][C:27]1[CH:28]=[CH:29][CH:30]=[CH:31][CH:32]=1)=[O:34])[CH3:37] |f:4.5|. Procedure: N-[1(R)-Ethoxycarbonyl-3-phenylpropyl]-L-alanyl-N-(2-indanyl)glycyl-L-phenylalanine tert-butyl ester (0.2 g) is dissolved in 0.5 ml of acetic acid and shaken with 1 ml of 30% hydrogen bromide in acetic acid for 10 minutes, followed by addition of 50 ml of ether and 50 ml of petroleum ether. The supernatant is decanted off and petroleum ether is added to the residue. The solid substance is collected by filtration and dried to give 0.18 g of N-[1(R)-ethoxycarbonyl-3-phenylpropyl]-L-alanyl-N-(2-ind... Solvent: C(C)(=O)O (acetic acid), petroleum ether, C(C)(=O)O (acetic acid). Reactants: Br (hydrogen bromide), CCOCC (ether), C(C)(C)(C)OC([C@@H](NC(CN(C1CC2=CC=CC=C2C1)C([C@@H](N[C@H](CCC1=CC=CC=C1)C(=O)OCC)C)=O)=O)CC1=CC=CC=C1)=O (N-[1(R)-Ethoxycarbonyl-3-phenylpropyl]-L-alanyl-N-(2-indanyl)glycyl-L-phenylalanine tert-butyl ester). Yields the product Br.C(C)OC(=O)[C@@H](CCC1=CC=CC=C1)N[C@@H](C)C(=O)N(CC(=O)N[C@@H](CC1=CC=CC=C1)C(=O)O)C1CC2=CC=CC=C2C1 (N-[1(R)-ethoxycarbonyl-3-phenylpropyl]-L-alanyl-N-(2-indanyl)glycyl-L-phenylalanine hydrobromide). Reactants: O=C1C(CCCC1)CC1=CC=C(C=C1)CC(=O)O (4-(2-oxocyclohexan-1-ylmethyl)phenylacetic acid), Cl.NO (hydroxylamine hydrochloride), C(C)(=O)[O-].[Na+] (sodium acetate). Run in C(C)O (ethanol). The product is ON=C1C(CCCC1)CC1=CC=C(C=C1)CC(=O)O (4-(2-Hydroxyiminocyclohexan-1-ylmethyl)phenylacetic Acid). Yield: 103.1%. RXN SMILES: O=[C:2]1[CH2:7][CH2:6][CH2:5][CH2:4][CH:3]1[CH2:8][C:9]1[CH:14]=[CH:13][C:12]([CH2:15][C:16]([OH:18])=[O:17])=[CH:11][CH:10]=1.Cl.[NH2:20][OH:21].C([O-])(=O)C.[Na+]>C(O)C>[OH:21][N:20]=[C:2]1[CH2:7][CH2:6][CH2:5][CH2:4][CH:3]1[CH2:8][C:9]1[CH:14]=[CH:13][C:12]([CH2:15][C:16]([OH:18])=[O:17])=[CH:11][CH:10]=1 |f:1.2,3.4|. Procedure details: A solution of 0.64 g of 4-(2-oxocyclohexan-1-ylmethyl)phenylacetic acid, 0.19 g of hydroxylamine hydrochloride, and 0.45 g of anhydrous sodium acetate in 10 ml of 80% ethanol was heated under reflux for 2 hours. The solvent was removed by distillation, water and ethyl acetate were added to the residue, the mixture was acidified by addition of diluted hydrochloric acid, the ethyl acetate layer separated and the water layer was then extracted with ethyl acetate. The extract was washed with water, ... RXN SMILES: [CH2:13]1[CH:14]2[N:15]([CH2:16][CH2:17][NH:18]1)[CH2:19][CH2:20][CH2:21][CH2:22]2.[CH3:37][CH2:38][O:39][C:40](=[O:41])[CH3:42].[CH3:43][S:44]([CH3:45])=[O:46].[CH:23]([N:24]([CH2:25][CH3:26])[CH:27]([CH3:28])[CH3:29])([CH3:30])[CH3:31].[Cl:1][c:2]1[s:3][c:4]2[c:5]([n:6]1)[cH:7][cH:8][c:9]([O:11][CH3:12])[cH:10]2.[Na+:36].[O-:32][C:33]([OH:34])=[O:35]>>[c:2]1([N:18]2[CH2:13][CH:14]3[N:15]([CH2:16][CH2:17]2)[CH2:19][CH2:20][CH2:21][CH2:22]3)[s:3][c:4]2[c:5]([n:6]1)[cH:7][cH:8][c:9]([O:11][CH3:12])[cH:10]2. The reactants are C1CCN2CCNCC2C1, CCOC(C)=O, CS(C)=O, CCN(C(C)C)C(C)C, COc1ccc2nc(Cl)sc2c1, [Na+], O=C([O-])O. The product is COc1ccc2nc(N3CCN4CCCCC4C3)sc2c1. Starting materials: BrCCBr, COc1cc(Br)ccc1OCc1ccccc1F, C1CCOC1, CCOCC, CC(C)O, COc1ccccc1OCc1ccccc1F, [Mg], COC(=O)C1CCC(=O)N1C(=O)OC(C)(C)C. Product: COC(=O)C(CCC(=O)c1ccc(OCc2ccccc2F)c(OC)c1)NC(=O)OC(C)(C)C. Reaction SMILES: [Br:1][CH2:2][CH2:3][Br:4].[Br:6][c:7]1[cH:8][c:9]([O:22][CH3:23])[c:10]([O:13][CH2:14][c:15]2[c:16]([F:21])[cH:17][cH:18][cH:19][cH:20]2)[cH:11][cH:12]1.[CH2:58]1[O:59][CH2:60][CH2:61][CH2:62]1.[CH2:63]([O:64][CH2:65][CH3:66])[CH3:67].[CH:68]([OH:69])([CH3:70])[CH3:71].[F:24][c:25]1[cH:26][cH:27][cH:28][cH:29][c:30]1[CH2:31][O:32][c:33]1[cH:34][cH:35][cH:36][cH:37][c:38]1[O:39][CH3:40].[Mg:5].[O:41]=[C:42]1[CH2:43][CH2:44][CH:45]([C:54](=[O:55])[O:56][CH3:57])[N:46]1[C:47](=[O:48])[O:49][C:50]([CH3:51])([CH3:52])[CH3:53]>>[c:7]1([C:42](=[O:41])[CH2:43][CH2:44][CH:45]([NH:46][C:47](=[O:48])[O:49][C:50]([CH3:51])([CH3:52])[CH3:53])[C:54](=[O:55])[O:56][CH3:57])[cH:8][c:9]([O:22][CH3:23])[c:10]([O:13][CH2:14][c:15]2[c:16]([F:21])[cH:17][cH:18][cH:19][cH:20]2)[cH:11][cH:12]1. The reactants are C1CCOC1, CCOC(=O)CP(=O)(OCC)OCC, CC(C)(C)[O-], CC(C)(C)OC(=O)c1ccc(C=O)cc1, [Cl-], [K+], [NH4+]. Product: C=C(C(=O)OCC)c1ccc(C(=O)OC(C)(C)C)cc1. As a reaction SMILES: [CH2:38]1[O:39][CH2:40][CH2:41][CH2:42]1.[CH2:7]([O:8][P:9]([O:10][CH2:11][CH3:12])(=[O:13])[CH2:15][C:16](=[O:17])[O:18][CH2:19][CH3:20])[CH3:14].[CH3:1][C:2]([CH3:3])([O-:4])[CH3:5].[CH:21](=[O:22])[c:23]1[cH:24][cH:25][c:26]([C:27](=[O:28])[O:29][C:30]([CH3:31])([CH3:32])[CH3:33])[cH:34][cH:35]1.[Cl-:36].[K+:6].[NH4+:37]>>[CH2:1]=[C:15]([C:16](=[O:17])[O:18][CH2:19][CH3:20])[c:23]1[cH:24][cH:25][c:26]([C:27](=[O:28])[O:29][C:30]([CH3:31])([CH3:32])[CH3:33])[cH:34][cH:35]1. Starting materials: ice, C(CCN)N (propane-1,3-diamine), C(C1=CC=CC=C1)(=O)N=C=S (benzoyl isothiocyanate). Solvent: C(Cl)Cl (CH2Cl2). Reaction conditions: time 3 hour. The product is C(CCNC(=S)NC(C1=CC=CC=C1)=O)NC(=S)NC(C1=CC=CC=C1)=O (N,N′-(Propane-1,3-diylbis(azanediyl))bis(thioxomethylene)dibenzamide). The yield is 88.1%. Reaction SMILES: [CH2:1]([NH2:5])[CH2:2][CH2:3][NH2:4].[C:6]([N:14]=[C:15]=[S:16])(=[O:13])[C:7]1[CH:12]=[CH:11][CH:10]=[CH:9][CH:8]=1>C(Cl)Cl>[CH2:1]([NH:5][C:15]([NH:14][C:6](=[O:13])[C:7]1[CH:8]=[CH:9][CH:10]=[CH:11][CH:12]=1)=[S:16])[CH2:2][CH2:3][NH:4][C:15]([NH:14][C:6](=[O:13])[C:7]1[CH:12]=[CH:11][CH:10]=[CH:9][CH:8]=1)=[S:16]. Procedure: To an ice cold solution of propane-1,3-diamine (2.77 g, 37.4 mmol) in CH2Cl2 (60 mL) is added dropwise benzoyl isothiocyanate (12.50 g, 77 mmol). The reaction mixture is stirred at room temp for 3 h and the solvent is removed in vacuo. The residue is suspended in MeOH (80 ml) and filtered to give 13.2 g (88%) of the title compound as a white solid. LC/MS (Condition A): ret. T=3.81 min, (M+H)+ 401.14. Reactants: CCCCC1(CCC(=O)CCC)Cc2c(cc(F)c(OC)c2Cl)C1=O, C[O-], CO, CC(=O)O, C=CC(=O)CCC, Cl, C1CCC2=NCCCN2CC1, [Na+], C1CCOC1. Yields the product CCCCC12CCC(=O)C(CC)=C1c1cc(F)c(OC)c(Cl)c1C2. RXN SMILES: [CH2:24]([CH2:25][CH2:26][CH3:27])[C:28]1([CH2:42][CH2:43][C:44]([CH2:45][CH2:46][CH3:47])=[O:48])[C:29](=[O:41])[c:30]2[cH:31][c:32]([F:40])[c:33]([O:38][CH3:39])[c:34]([Cl:37])[c:35]2[CH2:36]1.[CH3:19][O-:20].[CH3:22][OH:23].[CH3:55][C:56](=[O:57])[OH:58].[CH:1]([C:2]([CH2:3][CH2:4][CH3:5])=[O:6])=[CH2:7].[ClH:49].[N:8]12[CH2:9][CH2:10][CH2:11][N:12]=[C:13]1[CH2:14][CH2:15][CH2:16][CH2:17][CH2:18]2.[Na+:21].[O:50]1[CH2:51][CH2:52][CH2:53][CH2:54]1>>[CH2:24]([CH2:25][CH2:26][CH3:27])[C:28]12[C:29](=[C:45]([CH2:46][CH3:47])[C:44](=[O:48])[CH2:43][CH2:42]1)[c:30]1[cH:31][c:32]([F:40])[c:33]([O:38][CH3:39])[c:34]([Cl:37])[c:35]1[CH2:36]2.